Dataset: the Open Reaction Database (ORD), a public repository of structured organic reaction records. Task: describe an organic reaction: reactants, conditions, products, and yield The reactants are Cn1ccc(=O)c(OCc2ccccc2)c1C(O)c1ccccn1, CCO, ClCCl. The product is Cn1ccc(=O)c(O)c1C(O)c1ccccn1. As a reaction SMILES: [CH2:1]([c:2]1[cH:3][cH:4][cH:5][cH:6][cH:7]1)[O:8][c:9]1[c:10]([CH:17]([c:18]2[n:19][cH:20][cH:21][cH:22][cH:23]2)[OH:24])[n:11]([CH3:16])[cH:12][cH:13][c:14]1=[O:15].[CH2:25]([OH:26])[CH3:27].[Cl:28][CH2:29][Cl:30]>>[OH:8][c:9]1[c:10]([CH:17]([c:18]2[n:19][cH:20][cH:21][cH:22][cH:23]2)[OH:24])[n:11]([CH3:16])[cH:12][cH:13][c:14]1=[O:15]. The product is CC(C)(C1=CC=C(C=C1)O)C2=CC(=CC=C2)C(C)(C)C3=CC=C(C=C3)O (bisphenol M). Reaction SMILES: [C:1]1([OH:7])[CH:6]=[CH:5][CH:4]=[CH:3][CH:2]=1.[C:8]([C:11]1[CH:16]=[CH:15][CH:14]=[C:13]([C:17]([CH3:19])=[CH2:18])[CH:12]=1)([CH3:10])=[CH2:9]>CC1C=CC(C)=CC=1>[CH3:18][C:17]([C:13]1[CH:14]=[CH:15][CH:16]=[C:11]([C:8]([C:4]2[CH:5]=[CH:6][C:1]([OH:7])=[CH:2][CH:3]=2)([CH3:10])[CH3:9])[CH:12]=1)([C:4]1[CH:5]=[CH:6][C:1]([OH:7])=[CH:2][CH:3]=1)[CH3:19]. Yield: 15.3%. Starting materials: 15, C1(=CC=CC=C1)O (phenol), C(=C)(C)C1=CC(=CC=C1)C(=C)C (m-diisopropenylbenzene). Reaction conditions: temperature 80 celsius, time 3 hour. Procedure: A 500-ml three-neck reactor was charged with Amberlist-15 (7.5 g, 2.6 mmols), phenol (178.5 g, 633 mmols) and p-xylene (60 ml). The contents were heated up to 80° C. in nitrogen atmosphere. Under agitation, a mixture of m-diisopropenylbenzene (m-DIPeB, 15.0 g, 31.5 mmols) and p-xylene (60 ml) was fed thereto over 3 hours at 80° C. After completion of the feed, agitation was carried out at 80° C. for 10 minutes and then Amberlist-15 was removed by filtration. The filtrate was analyzed by liquid c... Run in CC=1C=CC(=CC1)C (p-xylene), CC=1C=CC(=CC1)C (p-xylene). Reactants: C[N+](C)(C)CC(=O)CC(=O)O.[Cl-] (dehydrocarnitine hydrochloride), C=1N=C(C2=C(N1)N(C=N2)[C@H]3[C@@H]([C@@H]([C@H](O3)COP(=O)(O)OP(=O)(O)OC[C@@H]4[C@H]([C@H]([C@@H](O4)N5C=CCC(=C5)C(=O)N)O)O)O)O)N (NADH). Conditions: time 30 hour. Product: O[C@@H](C[N+](C)(C)C)CC([O-])=O (L-carnitine). The yield is 27.0%. As a reaction SMILES: C1N=C(N)C2N=CN([C@@H]3O[C@H](COP(OP(OC[C@H]4O[C@@H](N5C=C(C(N)=O)CC=C5)[C@H](O)[C@@H]4O)(O)=O)(O)=O)[C@@H](O)[C@H]3O)C=2N=1.[CH3:45][N+:46]([CH2:49][C:50]([CH2:52][C:53]([OH:55])=[O:54])=[O:51])([CH3:48])[CH3:47].[Cl-]>>[OH:51][C@H:50]([CH2:52][C:53](=[O:54])[O-:55])[CH2:49][N+:46]([CH3:48])([CH3:45])[CH3:47] |f:1.2|. Procedure: Carnitine dehydrogenase obtained as in example 1 was used in that synthesis. Synthesis of L-carnitine was carried out in the same conditions as in example 1, except as concerns the NADH regeneration system which was the yeast alcohol dehydrogenase and ethanol system instead of the glucose dehydrogenase and glucose system. Glucose was thus substituted with ethanol (concentration in the reactor: 4% by volume) and glucose dehydrogenase with 4 mg (700 units) of purified yeast alcohol dehydrogenase (... Starting materials: CC#CCC(CCC)C(=O)O, CN(C)C=O, [Cl-], O=C(Cl)C(=O)Cl, ClCCl. Product: CC#CCC(CCC)C(N)=O. As a reaction SMILES: [CH2:1]([CH2:2][CH3:3])[CH:4]([C:5](=[O:6])[OH:7])[CH2:8][C:9]#[C:10][CH3:11].[CH3:12][N:13]([CH3:14])[CH:15]=[O:16].[Cl-:23].[Cl:17][C:18]([C:19]([Cl:20])=[O:21])=[O:22].[Cl:24][CH2:25][Cl:26]>>[CH2:1]([CH2:2][CH3:3])[CH:4]([C:5](=[O:6])[NH2:13])[CH2:8][C:9]#[C:10][CH3:11]. Starting materials: OC=1C=CC=C2C=CC=NC12 (8-hydroxyquinoline), BrC=1C=CC=2C3=C(N(C2C1)C)CCCN(C3)C(=O)OC(C)(C)C (tert-Butyl 8-bromo-6-methyl-3,4,5,6-tetrahydroazepino[4,3-b]indole-2(1H)-carboxylate), CC1=CC=C(C=N1)COC1=CC(NC=C1)=O (4-((6-methylpyridin-3-yl)methoxy)pyridin-2(1H)-one), C(=O)([O-])[O-].[Cs+].[Cs+] (Cs2CO3). The reagents and catalysts are [Cu](I)I (copper iodide). The solvent is CS(=O)C (DMSO). Reaction conditions: temperature 130 celsius, time 30 minute. Yields the product CN1C2=C(C=3C=CC(=CC13)N1C(C=C(C=C1)OCC=1C=NC(=CC1)C)=O)CN(CCC2)C(=O)OC(C)(C)C (tert-Butyl 6-methyl-8-(4-((6-methyl pyridine-3-yl)methoxy)-2-oxopyridin-1(2H)-yl)-3,4,5,6-tetrahydroazepino[4,3-b]indole-2(1H)-carboxylate). Yield: 59.8%. As a reaction SMILES: Br[C:2]1[CH:3]=[CH:4][C:5]2[C:6]3[CH2:16][N:15]([C:17]([O:19][C:20]([CH3:23])([CH3:22])[CH3:21])=[O:18])[CH2:14][CH2:13][CH2:12][C:7]=3[N:8]([CH3:11])[C:9]=2[CH:10]=1.[CH3:24][C:25]1[N:30]=[CH:29][C:28]([CH2:31][O:32][C:33]2[CH:38]=[CH:37][NH:36][C:35](=[O:39])[CH:34]=2)=[CH:27][CH:26]=1.C([O-])([O-])=O.[Cs+].[Cs+].OC1C=CC=C2C=1N=CC=C2>CS(C)=O.[Cu](I)I>[CH3:11][N:8]1[C:9]2[CH:10]=[C:2]([N:36]3[CH:37]=[CH:38][C:33]([O:32][CH2:31][C:28]4[CH:29]=[N:30][C:25]([CH3:24])=[CH:26][CH:27]=4)=[CH:34][C:35]3=[O:39])[CH:3]=[CH:4][C:5]=2[C:6]2[CH2:16][N:15]([C:17]([O:19][C:20]([CH3:23])([CH3:22])[CH3:21])=[O:18])[CH2:14][CH2:13][CH2:12][C:7]1=2 |f:2.3.4|. Reported procedure: tert-Butyl 8-bromo-6-methyl-3,4,5,6-tetrahydroazepino[4,3-b]indole-2(1H)-carboxylate (0.15 g, 0.39 mmol), 4-((6-methylpyridin-3-yl)methoxy)pyridin-2(1H)-one (90 mg, 0.46 mmol) and Cs2CO3 (0.14 g, 0.44 mmol) were suspended in DMSO (2.4 mL), and the air was removed under vacuum for 15 min. The system was flushed with Ar, and 8-hydroxyquinoline (17 mg, 0.12 mmol) and copper iodide (0.11 g, 0.60 mmol) were added to the suspension. The evacuation/Ar flushing process was repeated twice more, and the r... Reactants: OCC1=NC(=C(C(=O)OC)C=C1)C=1NC(C(N1)(C)C(C)C)=O (methyl 6-hydroxymethyl-2-(4-isopropyl-4-methyl-5-oxo-2-imidazolin-2-yl)nicotinate), S(=O)(Cl)Cl (thionyl chloride). Solvent: C(Cl)(Cl)Cl (chloroform). Yields the product ClCC1=NC(=C(C(=O)OC)C=C1)C=1NC(C(N1)(C)C(C)C)=O (methyl 6-chloromethyl-2-(4-isopropyl-4-methyl-5-oxo-2-imidazolin-2 -yl)nicotinate). As a reaction SMILES: O[CH2:2][C:3]1[CH:12]=[CH:11][C:6]([C:7]([O:9][CH3:10])=[O:8])=[C:5]([C:13]2[NH:14][C:15](=[O:22])[C:16]([CH:19]([CH3:21])[CH3:20])([CH3:18])[N:17]=2)[N:4]=1.S(Cl)([Cl:25])=O>C(Cl)(Cl)Cl>[Cl:25][CH2:2][C:3]1[CH:12]=[CH:11][C:6]([C:7]([O:9][CH3:10])=[O:8])=[C:5]([C:13]2[NH:14][C:15](=[O:22])[C:16]([CH:19]([CH3:21])[CH3:20])([CH3:18])[N:17]=2)[N:4]=1. Procedure details: To a solution of 8.7 g of methyl 6-hydroxymethyl-2-(4-isopropyl-4-methyl-5-oxo-2-imidazolin-2-yl)nicotinate in 90 mL chloroform, stirred at room temperature, is added dropwise 4.2 mL of thionyl chloride. When the addition is complete, the solution is heated at reflux for 1 hour. The reaction is concentrated in vacuo, and the residue is dissolved in methylene chloride and washed with saturated sodium bicarbonate solution. The organic phase is dried and concentrated in vacuo to an oil. Trituration...